Dataset: the Open Reaction Database (ORD), a public repository of structured organic reaction records. Task: describe an organic reaction: reactants, conditions, products, and yield Reactants: NCC(C)O (1-amino-2-propanol), C1(CCCCC1)=O (cyclohexanone), [BH4-].[Na+] (Sodium borohydride). The solvent is C(C)O (ethanol). Reaction conditions: temperature 5 celsius, time 10 minute. Product: C1(CCCCC1)NCC(C)O (1-(cyclohexylamino)propan-2-ol). RXN SMILES: [NH2:1][CH2:2][CH:3]([OH:5])[CH3:4].[C:6]1(=O)[CH2:11][CH2:10][CH2:9][CH2:8][CH2:7]1.[BH4-].[Na+]>C(O)C>[CH:6]1([NH:1][CH2:2][CH:3]([OH:5])[CH3:4])[CH2:11][CH2:10][CH2:9][CH2:8][CH2:7]1 |f:2.3|. Reported procedure: To a solution of 1-amino-2-propanol (15 g, 0.199 mol) in ethanol (300 ml) was added cyclohexanone (31.4 mL, 0.299 mol). The reaction mixture was stirred at 0-10° C. for 10 minutes. Sodium borohydride (10.8 g, 0.285 mol) was added at 0° C., then stirred at rt for 15 minutes. The resultant reaction mixture was quenched with water, filtered through the Celite® reagent, and solvent was evaporated. The residue was dissolved in 2N HCl, washed with ethyl acetate; the pH of the aqueous layer was adjuste... The reactants are C(Cl)(Cl)Cl (chloroform), N[C@@H](CC1=CC=CC=C1)C(=O)N[C@@H](C(C)C)C(=O)N[C@@H](CC1=CNC2=CC=CC=C12)C(=O)O (phenylalanyl-valyl-tryptophan), C([O-])([O-])=O.[Na+].[Na+] (sodium carbonate), C(C1=CC=CC=C1)(=O)Cl (benzoyl chloride). Run in O (water). Conditions: time 8 hour. The product is C(C1=CC=CC=C1)(=O)N[C@@H](CC1=CC=CC=C1)C(=O)N[C@@H](C(C)C)C(=O)N[C@@H](CC1=CNC2=CC=CC=C12)C(=O)O (Benzoyl-phenylalanyl-valyl-tryptophan). The yield is 53.0%. RXN SMILES: C(Cl)(Cl)Cl.[NH2:5][C@H:6]([C:14]([NH:16][C@H:17]([C:21]([NH:23][C@H:24]([C:35]([OH:37])=[O:36])[CH2:25][C:26]1[C:34]2[C:29](=[CH:30][CH:31]=[CH:32][CH:33]=2)[NH:28][CH:27]=1)=[O:22])[CH:18]([CH3:20])[CH3:19])=[O:15])[CH2:7][C:8]1[CH:13]=[CH:12][CH:11]=[CH:10][CH:9]=1.C(=O)([O-])[O-].[Na+].[Na+].[C:44](Cl)(=[O:51])[C:45]1[CH:50]=[CH:49][CH:48]=[CH:47][CH:46]=1>O>[C:44]([NH:5][C@H:6]([C:14]([NH:16][C@H:17]([C:21]([NH:23][C@H:24]([C:35]([OH:37])=[O:36])[CH2:25][C:26]1[C:34]2[C:29](=[CH:30][CH:31]=[CH:32][CH:33]=2)[NH:28][CH:27]=1)=[O:22])[CH:18]([CH3:20])[CH3:19])=[O:15])[CH2:7][C:8]1[CH:9]=[CH:10][CH:11]=[CH:12][CH:13]=1)(=[O:51])[C:45]1[CH:50]=[CH:49][CH:48]=[CH:47][CH:46]=1 |f:2.3.4|. Reported procedure: A mixture of 30 ml chloroform and 30 ml water containing 1.0 g of phenylalanyl-valyl-tryptophan and 0.6 g of sodium carbonate is cooled to 0° and treated with 0.20 ml of benzoyl chloride. The reaction mixture was allowed to warm to room temperature and stirred overnight. The layers were separated and the aqueous layer extracted with ethyl acetate. The combined organic phases were dried over magnesium sulfate and concentrated under reduced pressure to give 0.47 g (53 percent) of the title compoun... Starting materials: Brc1nccs1, CCOCC, [Li]CCCC, O=CC1CC1. Yields the product OC(c1nccs1)C1CC1. RXN SMILES: [Br:6][c:7]1[s:8][cH:9][cH:10][n:11]1.[CH3:17][CH2:18][O:19][CH2:20][CH3:21].[CH3:1][CH2:2][CH2:3][CH2:4][Li:5].[CH:12]1([CH:15]=[O:16])[CH2:13][CH2:14]1>>[c:7]1([CH:15]([CH:12]2[CH2:13][CH2:14]2)[OH:16])[s:8][cH:9][cH:10][n:11]1. Reactants: O=C1CCN(c2ccc(CC3SC(=O)NC3=O)cc2F)CC1, NCC(O)COc1cccc2[nH]c(=O)[nH]c12. Yields the product O=C1NC(=O)C(Cc2ccc(N3CCC(NCC(O)COc4cccc5[nH]c(=O)[nH]c45)CC3)c(F)c2)S1. As a reaction SMILES: [F:17][c:18]1[cH:19][c:20]([CH2:21][CH:22]2[C:23](=[O:28])[NH:24][C:25](=[O:27])[S:26]2)[cH:29][cH:30][c:31]1[N:32]1[CH2:33][CH2:34][C:35](=[O:38])[CH2:36][CH2:37]1.[NH2:1][CH2:2][CH:3]([CH2:4][O:5][c:6]1[cH:7][cH:8][cH:9][c:10]2[nH:11][c:12](=[O:15])[nH:13][c:14]12)[OH:16]>>[NH:1]([CH2:2][CH:3]([CH2:4][O:5][c:6]1[cH:7][cH:8][cH:9][c:10]2[nH:11][c:12](=[O:15])[nH:13][c:14]12)[OH:16])[CH:35]1[CH2:34][CH2:33][N:32]([c:31]2[c:18]([F:17])[cH:19][c:20]([CH2:21][CH:22]3[C:23](=[O:28])[NH:24][C:25](=[O:27])[S:26]3)[cH:29][cH:30]2)[CH2:37][CH2:36]1. Reaction SMILES: [CH3:21][NH2:22].[CH3:23][OH:24].[NH2:1][c:2]1[n:3][cH:4][c:5]2[c:6]([n:7]1)[n:8][c:9]([Cl:20])[c:10](-[c:12]1[cH:13][cH:14][c:15]([O:18][CH3:19])[cH:16][cH:17]1)[cH:11]2>>[NH2:1][c:2]1[n:3][cH:4][c:5]2[c:6]([n:7]1)[n:8][c:9]([NH:22][CH3:21])[c:10](-[c:12]1[cH:13][cH:14][c:15]([O:18][CH3:19])[cH:16][cH:17]1)[cH:11]2. Yields the product CNc1nc2nc(N)ncc2cc1-c1ccc(OC)cc1. Starting materials: CN, CO, COc1ccc(-c2cc3cnc(N)nc3nc2Cl)cc1. The reactants are OCC1=CC=C(S1)C(=O)OC (methyl 5-(hydroxymethyl)thiophene-2-carboxylate), S(=O)(Cl)Cl (thionyl chloride). Run in C(Cl)(Cl)Cl (chloroform). Reaction conditions: time 1.5 hour. Product: ClCC1=CC=C(S1)C(=O)OC (methyl 5-(chloromethyl)thiophene-2-carboxylate). Yield: 111.8%. As a reaction SMILES: O[CH2:2][C:3]1[S:7][C:6]([C:8]([O:10][CH3:11])=[O:9])=[CH:5][CH:4]=1.S(Cl)([Cl:14])=O>C(Cl)(Cl)Cl>[Cl:14][CH2:2][C:3]1[S:7][C:6]([C:8]([O:10][CH3:11])=[O:9])=[CH:5][CH:4]=1. Reported procedure: To a solution of methyl 5-(hydroxymethyl)thiophene-2-carboxylate (1.440 g, 8.362 mmol) in anhydrous chloroform (7.5 ml) was added dropwise thionyl chloride (3.62 ml, 50.17 mmol) at 0° C. After stirring at room temperature for 1.5 hrs, the mixture was concentrated under reduced pressure. The residue was dissolved in anhydrous chloroform (10 ml), and the mixture was concentrated again under reduced pressure. This operation was repeated 3 times to remove thionyl chloride azeotropically. The residue... Starting materials: Cc1ccc(C)c(N)c1, CCOC(=O)c1cnc(SC)[nH]c1=O, CCO. Product: CCOC(=O)c1cnc(Nc2cc(C)ccc2C)[nH]c1=O. As a reaction SMILES: [CH3:15][c:16]1[cH:17][cH:18][c:19]([CH3:20])[c:21]([NH2:22])[cH:23]1.[CH3:1][S:2][c:3]1[nH:4][c:5](=[O:14])[c:6]([C:9](=[O:10])[O:11][CH2:12][CH3:13])[cH:7][n:8]1.[CH3:24][CH2:25][OH:26]>>[c:3]1([NH:22][c:21]2[c:19]([CH3:20])[cH:18][cH:17][c:16]([CH3:15])[cH:23]2)[nH:4][c:5](=[O:14])[c:6]([C:9](=[O:10])[O:11][CH2:12][CH3:13])[cH:7][n:8]1. The reactants are [N+](=O)(O)[O-] (HNO3), FC(C(=O)O)(F)F (trifluoroacetic acid), COC(NC1C(C2=CC=CC=C2C1)OC(C)=O)=O.C(N)(O)=O (carbamate (1-acetyloxy-indan-2-yl)-carbamic acid methyl ester), FC(C(=O)OC(C(F)(F)F)=O)(F)F (trifluoroacetic anhydride). The solvent is C(Cl)Cl (methylene chloride), O (water). Conditions: temperature 0 celsius. Yields the product COC(NC1C(C2=CC(=CC=C2C1)[N+](=O)[O-])OC(C)=O)=O ((1-acetyloxy-6-nitro-indan-2-yl)-carbamic acid methyl ester). RXN SMILES: [N+:1]([O-:4])(O)=[O:2].FC(F)(F)C(O)=O.FC(F)(F)C(OC(=O)C(F)(F)F)=O.[CH3:25][O:26][C:27](=[O:42])[NH:28][CH:29]1[CH2:37][C:36]2[C:31](=[CH:32][CH:33]=[CH:34][CH:35]=2)[CH:30]1[O:38][C:39](=[O:41])[CH3:40].C(=O)(O)N>C(Cl)Cl.O>[CH3:25][O:26][C:27](=[O:42])[NH:28][CH:29]1[CH2:37][C:36]2[C:31](=[CH:32][C:33]([N+:1]([O-:4])=[O:2])=[CH:34][CH:35]=2)[CH:30]1[O:38][C:39](=[O:41])[CH3:40] |f:3.4|. Reported procedure: To 90% HNO3 (55.1 g, 0.8 mol) under nitrogen at −30° C. is added 100 mL of trifluoroacetic acid followed by the addition of trifluoroacetic anhydride (100 g, 0.476 mol) over 5 minutes. The above carbamate (1-acetyloxy-indan-2-yl)-carbamic acid methyl ester (1S-trans)) (20.0 g, 0.08 mol) in 34 mL of methylene chloride is added slowly (over 90 min.) keeping the temperature between −30 and −35° C. The reaction is worked up by adding 100 mL of water and warmed to 0° C. to give two layers. The layers... Starting materials: CCOC(=O)COc1ccc(SCC=C(c2sccc2C)c2sccc2C)cc1C(F)(F)F, CCO, [Na+], [OH-]. Yields the product Cc1ccsc1C(=CCSc1ccc(OCC(=O)O)c(C(F)(F)F)c1)c1sccc1C. As a reaction SMILES: [CH2:1]([CH3:2])[O:3][C:4]([CH2:5][O:6][c:7]1[c:8]([C:29]([F:30])([F:31])[F:32])[cH:9][c:10]([S:13][CH2:14][CH:15]=[C:16]([c:17]2[s:18][cH:19][cH:20][c:21]2[CH3:22])[c:23]2[s:24][cH:25][cH:26][c:27]2[CH3:28])[cH:11][cH:12]1)=[O:33].[CH3:36][CH2:37][OH:38].[Na+:35].[OH-:34]>>[O:3]=[C:4]([CH2:5][O:6][c:7]1[c:8]([C:29]([F:30])([F:31])[F:32])[cH:9][c:10]([S:13][CH2:14][CH:15]=[C:16]([c:17]2[s:18][cH:19][cH:20][c:21]2[CH3:22])[c:23]2[s:24][cH:25][cH:26][c:27]2[CH3:28])[cH:11][cH:12]1)[OH:33]. Starting materials: COc1ccc(C(=O)O)c(OCCNC(=O)OC(C)(C)C)c1, COc1ccc(C(=O)Nc2ccccc2N)cc1, Cc1ccccc1, O=C(Cl)C(=O)Cl, ClCCl, ClC(Cl)Cl, CN(C)C=O, c1ccncc1. Product: COc1ccc(C(=O)Nc2ccccc2NC(=O)c2ccc(OC)cc2OCCNC(=O)OC(C)(C)C)cc1. As a reaction SMILES: [C:1]([CH3:2])([CH3:3])([CH3:4])[O:5][C:6](=[O:7])[NH:8][CH2:9][CH2:10][O:11][c:12]1[c:13]([C:14](=[O:15])[OH:16])[cH:17][cH:18][c:19]([O:21][CH3:22])[cH:20]1.[CH3:29][O:30][c:31]1[cH:32][cH:33][c:34]([C:35](=[O:36])[NH:37][c:38]2[c:39]([NH2:44])[cH:40][cH:41][cH:42][cH:43]2)[cH:45][cH:46]1.[CH3:60][c:61]1[cH:62][cH:63][cH:64][cH:65][cH:66]1.[Cl:23][C:24]([C:25]([Cl:26])=[O:27])=[O:28].[Cl:47][CH2:48][Cl:49].[Cl:50][CH:51]([Cl:52])[Cl:53].[O:67]=[CH:68][N:69]([CH3:70])[CH3:71].[cH:54]1[cH:55][cH:56][n:57][cH:58][cH:59]1>>[C:1]([CH3:2])([CH3:3])([CH3:4])[O:5][C:6](=[O:7])[NH:8][CH2:9][CH2:10][O:11][c:12]1[c:13]([C:14](=[O:16])[NH:44][c:39]2[c:38]([NH:37][C:35]([c:34]3[cH:33][cH:32][c:31]([O:30][CH3:29])[cH:46][cH:45]3)=[O:36])[cH:43][cH:42][cH:41][cH:40]2)[cH:17][cH:18][c:19]([O:21][CH3:22])[cH:20]1.